This data is from the Open Reaction Database (ORD), a public repository of structured organic reaction records. The task is: describe an organic reaction: reactants, conditions, products, and yield The reactants are Cc1oc(-c2ccc(Br)cc2)nc1CCN1CCC(CF)C1, O=C([O-])[O-], CS(=O)(=O)c1ccc(B(O)O)cc1, CCOC(C)=O, CCOCC, CC#N, [K+], [K+], CC(=O)[O-], CC(=O)[O-], O, [Pd+2], c1ccc(P(c2ccccc2)c2ccccc2)cc1. Product: Cc1oc(-c2ccc(-c3ccc(S(C)(=O)=O)cc3)cc2)nc1CCN1CCC(CF)C1. RXN SMILES: [Br:33][c:34]1[cH:35][cH:36][c:37](-[c:40]2[o:41][c:42]([CH3:54])[c:43]([CH2:45][CH2:46][N:47]3[CH2:48][CH:49]([CH2:52][F:53])[CH2:50][CH2:51]3)[n:44]2)[cH:38][cH:39]1.[C:55](=[O:56])([O-:57])[O-:58].[CH3:20][S:21](=[O:22])(=[O:23])[c:24]1[cH:25][cH:26][c:27]([B:30]([OH:31])[OH:32])[cH:28][cH:29]1.[CH3:70][CH2:71][O:72][C:73](=[O:74])[CH3:75].[CH3:76][CH2:77][O:78][CH2:79][CH3:80].[CH3:82][C:83]#[N:84].[K+:59].[K+:60].[O-:62][C:63]([CH3:64])=[O:65].[O-:66][C:67]([CH3:68])=[O:69].[OH2:81].[Pd+2:61].[c:1]1([P:2]([c:3]2[cH:4][cH:5][cH:6][cH:7][cH:8]2)[c:9]2[cH:10][cH:11][cH:12][cH:13][cH:14]2)[cH:15][cH:16][cH:17][cH:18][cH:19]1>>[CH3:20][S:21](=[O:22])(=[O:23])[c:24]1[cH:25][cH:26][c:27](-[c:34]2[cH:35][cH:36][c:37](-[c:40]3[o:41][c:42]([CH3:54])[c:43]([CH2:45][CH2:46][N:47]4[CH2:48][CH:49]([CH2:52][F:53])[CH2:50][CH2:51]4)[n:44]3)[cH:38][cH:39]2)[cH:28][cH:29]1. The reactants are CC1=NN(C(=C1)C)[C@H]1[C@H](O)[C@H](O)[C@H](O1)COC(C1=CC=CC=C1)(C1=CC=CC=C1)C1=CC=CC=C1 (3,5-dimethyl-1-(5' -O-trityl-β-D-ribofuranosyl)pyrazole). The solvent is C(C)(=O)O (acetic acid). Run at time 10 minute. Yields the product C1(=CC=CC=C1)C(O)(C1=CC=CC=C1)C1=CC=CC=C1 (triphenylcarbinol). Reaction SMILES: CC1C=C(C)N([C@@H]2O[C@H](C[O:16][C:17]([C:30]3[CH:35]=[CH:34][CH:33]=[CH:32][CH:31]=3)([C:24]3[CH:29]=[CH:28][CH:27]=[CH:26][CH:25]=3)[C:18]3[CH:23]=[CH:22][CH:21]=[CH:20][CH:19]=3)[C@@H](O)[C@H]2O)N=1>C(O)(=O)C>[C:30]1([C:17]([C:18]2[CH:19]=[CH:20][CH:21]=[CH:22][CH:23]=2)([C:24]2[CH:25]=[CH:26][CH:27]=[CH:28][CH:29]=2)[OH:16])[CH:31]=[CH:32][CH:33]=[CH:34][CH:35]=1. Procedure details: For splitting off the trityl group, in essence the method given by BREDERECK et al.(11) was carried out. 1.5 g (3.2 mmoles) of 3,5-dimethyl-1-(5' -O-trityl-β-D-ribofuranosyl)pyrazole are dissolved in 15 ml of 80% acetic acid and stirred for 10 minutes while being boiled under reflux. On cooling down the red solution, a white precipitate of triphenylcarbinol is produced. After the addition of 20 ml of water, the precipitate is filtered off and the filtrate, for neutralisation, is run over a colum...